From a dataset of the Open Reaction Database (ORD), a public repository of structured organic reaction records. describe an organic reaction: reactants, conditions, products, and yield The reactants are ClC=1C2=C(N=CN1)C1=C(S2)N=CC=C1 (4-chloropyrido[3′, 2′; 4,5]thieno[3,2-d]pyrimidine), BrC=1C=C(N)C=CC1 (3-bromoaniline), C(C)OCCO (2-ethoxyethanol). Conditions: time 3 hour. Product: BrC=1C=C(NC=2C3=C(N=CN2)C2=C(S3)N=CC=C2)C=CC1 (4-(3-bromoanilino)pyrido[3′, 2′; 4,5]thieno[3,2-d]pyrimidine). Isolated yield 39.4%. RXN SMILES: Cl[C:2]1[C:3]2[S:10][C:9]3[N:11]=[CH:12][CH:13]=[CH:14][C:8]=3[C:4]=2[N:5]=[CH:6][N:7]=1.[Br:15][C:16]1[CH:17]=[C:18]([CH:20]=[CH:21][CH:22]=1)[NH2:19].C(OCCO)C>>[Br:15][C:16]1[CH:17]=[C:18]([CH:20]=[CH:21][CH:22]=1)[NH:19][C:2]1[C:3]2[S:10][C:9]3[N:11]=[CH:12][CH:13]=[CH:14][C:8]=3[C:4]=2[N:5]=[CH:6][N:7]=1. Procedure: A mixture of 4-chloropyrido[3′, 2′; 4,5]thieno[3,2-d]pyrimidine (72 mg, 0.32 mmol) (see previous experimental), 3-bromoaniline (0.04 mL, 0.37 mmol) and 2-ethoxyethanol (5 mL) is heated under N2 with stirring at 135 C. for 3 h. Upon cooling a solid precipitates. The solid is collected by filtration, washed with acetone and dried in a vacuum oven at ˜80 C. to give 4-(3-bromoanilino)pyrido[3′, 2′; 4,5]thieno[3,2-d]pyrimidine (45 mg, 39.4%). 1H NMR (DMSO) δ9.96 (1H, s), 8.88 (1H, dd, J=4.6, 1.7 Hz),...